Dataset: the Open Reaction Database (ORD), a public repository of structured organic reaction records. Task: describe an organic reaction: reactants, conditions, products, and yield Run at temperature 90 celsius, time 45 minute. Product: N1(CCC1)CCOC=1C=CC(=C(C(=O)NC2=C(C(=O)OC)C=CC(=C2)C2=CC=CC=C2)C1)OCC1=CC=CC=C1 (methyl 2-(5-(2-(azetidin-1-yl)ethoxy)-2-(benzyloxy)benzamido)-4-phenylbenzoate). The yield is 36.8%. Run in C(C)(=O)OCC (ethyl acetate), O (water). Reported procedure: Potassium carbonate (0.15 g) and azetidine hydrochloride (0.046 g) were added to a 1-methyl-2-pyrrolidone (1.3 mL) solution of methyl 2-(2-(benzyloxy)-5-(2-bromoethoxy)benzamido)-4-phenylbenzoate (0.25 g), followed by stirring at 90° C. for 45 minutes. The reaction mixture was cooled to room temperature, and then water and ethyl acetate were added thereto. The organic layer was separated, washed with a saturated aqueous solution of sodium chloride, and dried over anhydrous sodium sulfate, and th... Reaction SMILES: C(=O)([O-])[O-].[K+].[K+].Cl.[NH:8]1[CH2:11][CH2:10][CH2:9]1.CN1CCCC1=O.[CH2:19]([O:26][C:27]1[CH:51]=[CH:50][C:49]([O:52][CH2:53][CH2:54]Br)=[CH:48][C:28]=1[C:29]([NH:31][C:32]1[CH:41]=[C:40]([C:42]2[CH:47]=[CH:46][CH:45]=[CH:44][CH:43]=2)[CH:39]=[CH:38][C:33]=1[C:34]([O:36][CH3:37])=[O:35])=[O:30])[C:20]1[CH:25]=[CH:24][CH:23]=[CH:22][CH:21]=1>C(OCC)(=O)C.O>[N:8]1([CH2:54][CH2:53][O:52][C:49]2[CH:50]=[CH:51][C:27]([O:26][CH2:19][C:20]3[CH:25]=[CH:24][CH:23]=[CH:22][CH:21]=3)=[C:28]([CH:48]=2)[C:29]([NH:31][C:32]2[CH:41]=[C:40]([C:42]3[CH:47]=[CH:46][CH:45]=[CH:44][CH:43]=3)[CH:39]=[CH:38][C:33]=2[C:34]([O:36][CH3:37])=[O:35])=[O:30])[CH2:11][CH2:10][CH2:9]1 |f:0.1.2,3.4|. The reactants are C([O-])([O-])=O.[K+].[K+] (Potassium carbonate), Cl.N1CCC1 (azetidine hydrochloride), CN1C(CCC1)=O (1-methyl-2-pyrrolidone), C(C1=CC=CC=C1)OC1=C(C(=O)NC2=C(C(=O)OC)C=CC(=C2)C2=CC=CC=C2)C=C(C=C1)OCCBr (methyl 2-(2-(benzyloxy)-5-(2-bromoethoxy)benzamido)-4-phenylbenzoate). Reactants: Cn1nc(-c2ccc(C(F)(F)F)cc2)cc1CC(=O)O, C1CCOC1. Product: Cn1nc(-c2ccc(C(F)(F)F)cc2)cc1CCO. RXN SMILES: [CH3:1][n:2]1[n:3][c:4](-[c:11]2[cH:12][cH:13][c:14]([C:17]([F:18])([F:19])[F:20])[cH:15][cH:16]2)[cH:5][c:6]1[CH2:7][C:8](=[O:9])[OH:10].[O:21]1[CH2:22][CH2:23][CH2:24][CH2:25]1>>[CH3:1][n:2]1[n:3][c:4](-[c:11]2[cH:12][cH:13][c:14]([C:17]([F:18])([F:19])[F:20])[cH:15][cH:16]2)[cH:5][c:6]1[CH2:7][CH2:8][OH:9].